This data is from the Open Reaction Database (ORD), a public repository of structured organic reaction records. The task is: describe an organic reaction: reactants, conditions, products, and yield Reactants: Cl.N12C[C@H](C(CC1)CC2)NC(=O)C=2OC1=C(C2)C=CC=C1C=1C=C(C(=O)O)C=CC1 (3-(2-{[(3S)-1-Azabicyclo[2.2.2]oct-3-ylamino]carbonyl}-1-benzofuran-7-yl)-benzoic acid hydrochloride), CNCC (methylethylamine). The product is Cl.N12C[C@H](C(CC1)CC2)NC(=O)C=2OC1=C(C2)C=CC=C1C1=CC(=CC=C1)C(=O)N(C)CC (N-[(3S)-1-Azabicyclo[2.2.2]oct-3-yl]-7-(3-{[ethyl(methyl)amino]carbonyl}phenyl)-1-benzofuran-2-carboxamide hydrochloride). As a reaction SMILES: [ClH:1].[N:2]12[CH2:9][CH2:8][CH:5]([CH2:6][CH2:7]1)[C@H:4]([NH:10][C:11]([C:13]1[O:14][C:15]3[C:21]([C:22]4[CH:23]=[C:24]([CH:28]=[CH:29][CH:30]=4)[C:25](O)=[O:26])=[CH:20][CH:19]=[CH:18][C:16]=3[CH:17]=1)=[O:12])[CH2:3]2.[CH3:31][NH:32][CH2:33][CH3:34]>>[ClH:1].[N:2]12[CH2:9][CH2:8][CH:5]([CH2:6][CH2:7]1)[C@H:4]([NH:10][C:11]([C:13]1[O:14][C:15]3[C:21]([C:22]4[CH:30]=[CH:29][CH:28]=[C:24]([C:25]([N:32]([CH2:33][CH3:34])[CH3:31])=[O:26])[CH:23]=4)=[CH:20][CH:19]=[CH:18][C:16]=3[CH:17]=1)=[O:12])[CH2:3]2 |f:0.1,3.4|. Procedure: 50 mg (0.12 mmol) of 3-(2-{[(3S)-1-azabicyclo[2.2.2]oct-3-ylamino]carbonyl}-1-benzofuran-7-yl)benzoic acid hydrochloride (Example 153) and 13.9 mg (0.23 mmol) of methylethylamine are reacted together by general method E. 50.1 mg (91.4% of theory) of the title compound are obtained.